From a dataset of the Open Reaction Database (ORD), a public repository of structured organic reaction records. describe an organic reaction: reactants, conditions, products, and yield Starting materials: C(C)N1CCN(CC1)C=1C=CC(=NC1)N (5-(4-ethylpiperazin-1-yl)pyridin-2-amine), BrC=1C(N(N=C(C1)Cl)C)=O (4-bromo-6-chloro-2-methylpyridazin-3(2H)-one), C1(=CC=CC=C1)P(C1=CC=CC=2C(C3=CC=CC(=C3OC12)P(C1=CC=CC=C1)C1=CC=CC=C1)(C)C)C1=CC=CC=C1 (4,5-bis(diphenylphosphino)-9,9-dimethylxanthene). Reagents/catalysts: C=1C=CC(=CC1)/C=C/C(=O)/C=C/C2=CC=CC=C2.C=1C=CC(=CC1)/C=C/C(=O)/C=C/C2=CC=CC=C2.C=1C=CC(=CC1)/C=C/C(=O)/C=C/C2=CC=CC=C2.[Pd].[Pd] (tris(dibenzylideneacetone)dipalladium(0)). The solvent is ClCCl (dichloromethane), O (water), O1CCOCC1 (dioxane). Conditions: temperature 90 celsius. The product is ClC=1C=C(C(N(N1)C)=O)NC1=NC=C(C=C1)N1CCN(CC1)CC (6-chloro-4-[5-(4-ethyl-piperazin-1-yl)-pyridin-2-ylamino]-2-methyl-2H-pyridazin-3-one). Yield: 44.0%. As a reaction SMILES: [CH2:1]([N:3]1[CH2:8][CH2:7][N:6]([C:9]2[CH:10]=[CH:11][C:12]([NH2:15])=[N:13][CH:14]=2)[CH2:5][CH2:4]1)[CH3:2].Br[C:17]1[C:18](=[O:25])[N:19]([CH3:24])[N:20]=[C:21]([Cl:23])[CH:22]=1.C1(P(C2C=CC=CC=2)C2C3OC4C(=CC=CC=4P(C4C=CC=CC=4)C4C=CC=CC=4)C(C)(C)C=3C=CC=2)C=CC=CC=1>O1CCOCC1.ClCCl.O.C1C=CC(/C=C/C(/C=C/C2C=CC=CC=2)=O)=CC=1.C1C=CC(/C=C/C(/C=C/C2C=CC=CC=2)=O)=CC=1.C1C=CC(/C=C/C(/C=C/C2C=CC=CC=2)=O)=CC=1.[Pd].[Pd]>[Cl:23][C:21]1[CH:22]=[C:17]([NH:15][C:12]2[CH:11]=[CH:10][C:9]([N:6]3[CH2:5][CH2:4][N:3]([CH2:1][CH3:2])[CH2:8][CH2:7]3)=[CH:14][N:13]=2)[C:18](=[O:25])[N:19]([CH3:24])[N:20]=1 |f:6.7.8.9.10|. Procedure details: A solution of 5-(4-ethylpiperazin-1-yl)pyridin-2-amine (185 mg, 0.90 mmol), 4-bromo-6-chloro-2-methylpyridazin-3(2H)-one (200 mg, 0.90 mmol) cesium carbonate (1.02 g, 3.13 mmol) and 4,5-bis(diphenylphosphino)-9,9-dimethylxanthene (77.7 mg, 0.13 mmol) in dioxane (10 ml) was flushed with argon before tris(dibenzylideneacetone)dipalladium(0) (61.5 mg, 0.07 mmol) was added and the resulting solution was heated at 90° C. for 18 h. The mixture was cooled to room temperature and diluted with dichlorome...